Task: describe an organic reaction: reactants, conditions, products, and yield. Dataset: the Open Reaction Database (ORD), a public repository of structured organic reaction records Reactants: FC(C1=CC=C(C=C1)NN)(F)F (4-(trifluoromethyl)phenylhydrazine), C(C(C)C)OC(=O)Cl (Iso-butylchloroformate), C(C)(=O)NC1=CC(=C(C(=O)O)C=C1Cl)OC (4-(acetylamino)-5-chloro-2-methoxybenzoic acid), CN1CCOCC1 (4-methylmorpholine). Solvent: C1CCOC1 (THF), C(C)(=O)OCC (ethyl acetate), same solvent. Conditions: time 8 hour. Product: FC(C1=CC=C(C=C1)N(N)C(C1=C(C=C(C(=C1)Cl)NC(C)=O)OC)=O)(F)F (4-(Acetylamino)-5-chloro-2-methoxybenzoic acid, 4-(trifluoromethyl)phenylhydrazide). Reaction SMILES: C(OC(Cl)=O)C(C)C.[C:9]([NH:12][C:13]1[C:21]([Cl:22])=[CH:20][C:16]([C:17]([OH:19])=O)=[C:15]([O:23][CH3:24])[CH:14]=1)(=[O:11])[CH3:10].CN1CCOCC1.[F:32][C:33]([F:43])([F:42])[C:34]1[CH:39]=[CH:38][C:37]([NH:40][NH2:41])=[CH:36][CH:35]=1>C1COCC1.C(OCC)(=O)C>[F:32][C:33]([F:42])([F:43])[C:34]1[CH:35]=[CH:36][C:37]([N:40]([C:17](=[O:19])[C:16]2[CH:20]=[C:21]([Cl:22])[C:13]([NH:12][C:9](=[O:11])[CH3:10])=[CH:14][C:15]=2[O:23][CH3:24])[NH2:41])=[CH:38][CH:39]=1. Procedure: Iso-butylchloroformate (1.6 ml, 16.4 mmol) was added dropwise to a solution of 4-(acetylamino)-5-chloro-2-methoxybenzoic acid (4 g, 16.4 mmol) and 4-methylmorpholine (1.8 ml, 16.4mmol) in 400 ml of anhydrous THF at 0° C. and stirred for 0.5 h at room temperature before addition of 4-(trifluoromethyl)phenylhydrazine (2.9 g, 16.4 mmol) dissolved in 80 ml of the same solvent. The reaction mixture was stirred 8 h, diluted with ethyl acetate (1 vol), washed with water, saturated NaHCO3 solution, and ... The reactants are C(#N)C1=CC=C(C=C1)CCC1=NC2=CC(=CC=C2C=N1)C(=O)O (2-[2-(4-cyanophenyl)ethyl]quinazoline-7-carboxylic acid), S(=O)(Cl)Cl (thionyl chloride), C1(=CC=CC=C1)NCCC(=O)OC (methyl 3-(N-phenylamino)propionate), C(C)N(C(C)C)C(C)C (N-ethyldiisopropylamine). Conditions: time 18 hour. Product: C1(=CC=CC=C1)N(C(=O)C1=CC=C2C=NC(=NC2=C1)CCC1=CC=C(C=C1)C#N)CCC(=O)OC (2-[2-(4-Cyanophenyl)ethyl]quinazolin-7-yl-carboxylic acid-N-phenyl-N-(2-methoxycarbonylethyl)amide). As a reaction SMILES: [C:1]([C:3]1[CH:8]=[CH:7][C:6]([CH2:9][CH2:10][C:11]2[N:20]=[CH:19][C:18]3[C:13](=[CH:14][C:15]([C:21](O)=[O:22])=[CH:16][CH:17]=3)[N:12]=2)=[CH:5][CH:4]=1)#[N:2].S(Cl)(Cl)=O.[C:28]1([NH:34][CH2:35][CH2:36][C:37]([O:39][CH3:40])=[O:38])[CH:33]=[CH:32][CH:31]=[CH:30][CH:29]=1.C(N(C(C)C)C(C)C)C>>[C:28]1([N:34]([CH2:35][CH2:36][C:37]([O:39][CH3:40])=[O:38])[C:21]([C:15]2[CH:14]=[C:13]3[C:18]([CH:19]=[N:20][C:11]([CH2:10][CH2:9][C:6]4[CH:5]=[CH:4][C:3]([C:1]#[N:2])=[CH:8][CH:7]=4)=[N:12]3)=[CH:17][CH:16]=2)=[O:22])[CH:33]=[CH:32][CH:31]=[CH:30][CH:29]=1. Procedure details: 0.4 g (1.3 mmol) of 2-[2-(4-cyanophenyl)ethyl]quinazoline-7-carboxylic acid and 5 mL of thionyl chloride were stirred for 60 minutes at 50° C. Then the thionyl chloride was distilled off, the residue was dissolved in methylene chloride, mixed with 0.24 g (1.3 mmol) of methyl 3-(N-phenylamino)propionate and 0.22 mL of (1.3 mmol) of N-ethyldiisopropylamine and stirred for 18 hours at ambient temperature. After evaporation of the solvent in vacuo, the residue was chromatographed on silica gel and e... Yields the product OC1CCCC(Nc2ccc3ncc(-c4cc(F)nc(Cl)c4)n3c2)C1. Starting materials: OC1CCCC(Nc2ccc3ncc(Br)n3c2)C1, O=C([O-])[O-], CCO, CC1(C)OB(c2cc(F)nc(Cl)c2)OC1(C)C, [Na+], [Na+], O. As a reaction SMILES: [Br:1][c:2]1[cH:3][n:4][c:5]2[n:6]1[cH:7][c:8]([NH:11][CH:12]1[CH2:13][CH:14]([OH:18])[CH2:15][CH2:16][CH2:17]1)[cH:9][cH:10]2.[C:36](=[O:37])([O-:38])[O-:39].[CH3:42][CH2:43][OH:44].[Cl:19][c:20]1[n:21][c:22]([F:35])[cH:23][c:24]([B:26]2[O:27][C:28]([CH3:29])([CH3:30])[C:31]([CH3:32])([CH3:33])[O:34]2)[cH:25]1.[Na+:40].[Na+:41].[OH2:45]>>[c:2]1(-[c:24]2[cH:23][c:22]([F:35])[n:21][c:20]([Cl:19])[cH:25]2)[cH:3][n:4][c:5]2[n:6]1[cH:7][c:8]([NH:11][CH:12]1[CH2:13][CH:14]([OH:18])[CH2:15][CH2:16][CH2:17]1)[cH:9][cH:10]2. Starting materials: CC1=C(C=C(C=C1[N+](=O)[O-])CC)OCC1=CC=CC=C1 ((2-methyl-3-nitro-5-ethyl-phenyl)-benzyl ether), CC1=C(C=C(C=C1N)CC)OCC1=CC=CC=C1 ((2-methyl-3-amino-5-ethyl-phenyl)-benzyl ether), C(C)(=O)N1N=CC2=C(C=C(C=C12)CC)OCC1=CC=CC=C1 (1-acetyl-4-benzyloxy-6-ethyl-indazole), CC1=C(C=C(C=C1NC(=O)C)CC)OCC1=CC=CC=C1 ((2-methyl-3-acetamino-5-ethyl-phenyl)-benzyl ether). The product is N(C(=O)C)C=1C(=C(C=C(C1)C)OCC1=CC=CC=C1)C ((3-Acetamino-2,5-dimethyl-phenyl)-benzyl ether). Reaction SMILES: [CH3:1][C:2]1[C:7]([NH:8][C:9]([CH3:11])=[O:10])=[CH:6][C:5]([CH2:12]C)=[CH:4][C:3]=1[O:14][CH2:15][C:16]1[CH:21]=[CH:20][CH:19]=[CH:18][CH:17]=1.CC1C([N+]([O-])=O)=CC(CC)=CC=1OCC1C=CC=CC=1.CC1C(N)=CC(CC)=CC=1OCC1C=CC=CC=1.C(N1C2C(=C(OCC3C=CC=CC=3)C=C(CC)C=2)C=N1)(=O)C>>[NH:8]([C:7]1[C:2]([CH3:1])=[C:3]([O:14][CH2:15][C:16]2[CH:21]=[CH:20][CH:19]=[CH:18][CH:17]=2)[CH:4]=[C:5]([CH3:12])[CH:6]=1)[C:9]([CH3:11])=[O:10]. Procedure details: from (2-methyl-3-acetamino-5-ethyl-phenyl)-benzyl ether; m.p. 139°-140° C. (prepared via (2-methyl-3-nitro-5-ethyl-phenyl)-benzyl ether and (2-methyl-3-amino-5-ethyl-phenyl)-benzyl ether), 1-acetyl-4-benzyloxy-6-ethyl-indazole; m.p. 109,5°-110,5° C. Starting materials: ClC1=CC=C(C=C1)S(=O)(=O)N1[C@@H](C(NCC1)=O)CC(=O)N[C@@H]1CCCC2=CC(=CC=C12)CC=O (2-((R)-1-(4-chlorophenylsulfonyl)-3-oxopiperazin-2-yl)-N-((R)-6-(2-oxoethyl)-1,2,3,4-tetrahydronaphthalen-1-yl)acetamide), N1CCCCC1 (piperidine), C(C)(=O)O[BH-](OC(C)=O)OC(C)=O.[Na+] (sodium triacetoxyborohydride). The solvent is CCOC(=O)C (EtOAc), ClC(C)Cl (dichloroethane). Reaction conditions: time 8 hour. The product is ClC1=CC=C(C=C1)S(=O)(=O)N1[C@@H](C(NCC1)=O)CC(=O)N[C@@H]1CCCC2=CC(=CC=C12)CCN1CCCCC1 (2-((R)-1-(4-chlorophenylsulfonyl)-3-oxopiperazin-2-yl)-N-((R)-6-(2-(piperidin-1-yl)ethyl)-1,2,3,4-tetrahydronaphthalen-1-yl)acetamide). Reaction SMILES: [Cl:1][C:2]1[CH:7]=[CH:6][C:5]([S:8]([N:11]2[CH2:16][CH2:15][NH:14][C:13](=[O:17])[C@H:12]2[CH2:18][C:19]([NH:21][C@H:22]2[C:31]3[C:26](=[CH:27][C:28]([CH2:32][CH:33]=O)=[CH:29][CH:30]=3)[CH2:25][CH2:24][CH2:23]2)=[O:20])(=[O:10])=[O:9])=[CH:4][CH:3]=1.[NH:35]1[CH2:40][CH2:39][CH2:38][CH2:37][CH2:36]1.C(O[BH-](OC(=O)C)OC(=O)C)(=O)C.[Na+]>ClC(Cl)C.CCOC(C)=O>[Cl:1][C:2]1[CH:7]=[CH:6][C:5]([S:8]([N:11]2[CH2:16][CH2:15][NH:14][C:13](=[O:17])[C@H:12]2[CH2:18][C:19]([NH:21][C@H:22]2[C:31]3[C:26](=[CH:27][C:28]([CH2:32][CH2:33][N:35]4[CH2:40][CH2:39][CH2:38][CH2:37][CH2:36]4)=[CH:29][CH:30]=3)[CH2:25][CH2:24][CH2:23]2)=[O:20])(=[O:10])=[O:9])=[CH:4][CH:3]=1 |f:2.3|. Procedure: To a solution of the product from step E (63 mg, 0.116 mmol) and piperidine (20 mg, 0.23 mmol) in 1 mL of dichloroethane was added sodium triacetoxyborohydride (49 mg, 0.23 mmol). After stirring overnight at room temperature, the reaction solution was diluted with EtOAc and washed with sat. NaHCO3 and brine. The organic phase was dried over Na2SO4 and evaporated to dryness in vaco. Flash chromatography (SiO2, EtOAc to EtOAc/MeOH=100:10 to 100:12) afforded the title compound as a white solid. MS:... Yields the product Nc1nccn2c(C3CCCC3)nc(-c3ccc(Oc4ccccc4)cc3)c12. As a reaction SMILES: [Cl:2][c:3]1[c:4]2[n:5]([cH:6][cH:7][n:8]1)[c:9]([CH:25]1[CH2:26][CH2:27][CH2:28][CH2:29]1)[n:10][c:11]2-[c:12]1[cH:13][cH:14][c:15]([O:18][c:19]2[cH:20][cH:21][cH:22][cH:23][cH:24]2)[cH:16][cH:17]1.[NH3:1].[OH2:30]>>[NH2:1][c:3]1[c:4]2[n:5]([cH:6][cH:7][n:8]1)[c:9]([CH:25]1[CH2:26][CH2:27][CH2:28][CH2:29]1)[n:10][c:11]2-[c:12]1[cH:13][cH:14][c:15]([O:18][c:19]2[cH:20][cH:21][cH:22][cH:23][cH:24]2)[cH:16][cH:17]1. The reactants are Clc1nccn2c(C3CCCC3)nc(-c3ccc(Oc4ccccc4)cc3)c12, N, O. Starting materials: FC(F)(F)c1ccc(-c2nc3c(CBr)ccnc3o2)cc1, O=C([O-])[O-], CC#N, [K+], [K+], O, CCOC(=O)COc1ccc(S)cc1C. The product is CCOC(=O)COc1ccc(SCc2ccnc3oc(-c4ccc(C(F)(F)F)cc4)nc23)cc1C. RXN SMILES: [Br:1][CH2:2][c:3]1[c:4]2[c:5]([n:6][cH:7][cH:8]1)[o:9][c:10](-[c:12]1[cH:13][cH:14][c:15]([C:18]([F:19])([F:20])[F:21])[cH:16][cH:17]1)[n:11]2.[C:37](=[O:38])([O-:39])[O-:40].[CH3:43][C:44]#[N:45].[K+:41].[K+:42].[OH2:46].[SH:22][c:23]1[cH:24][c:25]([CH3:36])[c:26]([O:27][CH2:28][C:29](=[O:30])[O:31][CH2:32][CH3:33])[cH:34][cH:35]1>>[CH2:2]([c:3]1[c:4]2[c:5]([n:6][cH:7][cH:8]1)[o:9][c:10](-[c:12]1[cH:13][cH:14][c:15]([C:18]([F:19])([F:20])[F:21])[cH:16][cH:17]1)[n:11]2)[S:22][c:23]1[cH:24][c:25]([CH3:36])[c:26]([O:27][CH2:28][C:29](=[O:30])[O:31][CH2:32][CH3:33])[cH:34][cH:35]1. Starting materials: C1CCNC1, CCO, Fc1cccc(COc2ccc(Nc3ncnc4[nH]nc(OCCCl)c34)cc2Cl)c1. The product is Fc1cccc(COc2ccc(Nc3ncnc4[nH]nc(OCCN5CCCC5)c34)cc2Cl)c1. Reaction SMILES: [CH2:1]1[CH2:2][CH2:3][NH:4][CH2:5]1.[CH3:36][CH2:37][OH:38].[Cl:6][CH2:7][CH2:8][O:9][c:10]1[n:11][nH:12][c:13]2[n:14][cH:15][n:16][c:17]([NH:19][c:20]3[cH:21][c:22]([Cl:35])[c:23]([O:26][CH2:27][c:28]4[cH:29][c:30]([F:34])[cH:31][cH:32][cH:33]4)[cH:24][cH:25]3)[c:18]12>>[CH2:1]1[CH2:2][CH2:3][N:4]([CH2:7][CH2:8][O:9][c:10]2[n:11][nH:12][c:13]3[n:14][cH:15][n:16][c:17]([NH:19][c:20]4[cH:21][c:22]([Cl:35])[c:23]([O:26][CH2:27][c:28]5[cH:29][c:30]([F:34])[cH:31][cH:32][cH:33]5)[cH:24][cH:25]4)[c:18]23)[CH2:5]1. Starting materials: FC1=CC=C(C(NCC(=O)O)=O)C=C1 (4-fluoro-hippuric acid), COC1=CC=C(C=C1)C(C1=CC(=CC=C1)C(F)(F)F)N (rac-C-(4-methoxy-phenyl)-C-(3-trifluoromethyl-phenyl)-methylamine). The product is FC1=CC=C(C(=O)NCC(NC(C2=CC(=CC=C2)C(F)(F)F)C2=CC=C(C=C2)OC)=O)C=C1 (rac-4-Fluoro-N-({[(4-methoxy-phenyl)-(3-trifluoromethyl-phenyl)-methyl]-carbamoyl}-methyl)-benzamide). Reaction SMILES: [F:1][C:2]1[CH:14]=[CH:13][C:5]([C:6](=[O:12])[NH:7][CH2:8][C:9]([OH:11])=O)=[CH:4][CH:3]=1.[CH3:15][O:16][C:17]1[CH:22]=[CH:21][C:20]([CH:23]([NH2:34])[C:24]2[CH:29]=[CH:28][CH:27]=[C:26]([C:30]([F:33])([F:32])[F:31])[CH:25]=2)=[CH:19][CH:18]=1>>[F:1][C:2]1[CH:3]=[CH:4][C:5]([C:6]([NH:7][CH2:8][C:9](=[O:11])[NH:34][CH:23]([C:20]2[CH:19]=[CH:18][C:17]([O:16][CH3:15])=[CH:22][CH:21]=2)[C:24]2[CH:29]=[CH:28][CH:27]=[C:26]([C:30]([F:32])([F:33])[F:31])[CH:25]=2)=[O:12])=[CH:13][CH:14]=1. Reported procedure: Prepared in analogy to example 1.1 from 4-fluoro-hippuric acid (CA [366-79-0]) and rac-C-(4-methoxy-phenyl)-C-(3-trifluoromethyl-phenyl)-methylamine (example 4.7). Reactants: CC(C)(C)c1nc2cc(S(=O)(=O)Cl)ccc2n1CC1CCC(F)(F)CC1, ClCCl, CCN(C(C)C)C(C)C, Cl, OC1CCNC1. Product: CC(C)(C)c1nc2cc(S(=O)(=O)N3CCC(O)C3)ccc2n1CC1CCC(F)(F)CC1. RXN SMILES: [C:1]([CH3:2])([CH3:3])([CH3:4])[c:5]1[n:6][c:7]2[c:8]([n:9]1[CH2:10][CH:11]1[CH2:12][CH2:13][C:14]([F:17])([F:18])[CH2:15][CH2:16]1)[cH:19][cH:20][c:21]([S:23](=[O:24])(=[O:25])[Cl:26])[cH:22]2.[CH2:43]([Cl:44])[Cl:45].[CH:27]([N:28]([CH2:29][CH3:30])[CH:31]([CH3:32])[CH3:33])([CH3:34])[CH3:35].[ClH:36].[NH:37]1[CH2:38][CH:39]([OH:42])[CH2:40][CH2:41]1>>[C:1]([CH3:2])([CH3:3])([CH3:4])[c:5]1[n:6][c:7]2[c:8]([n:9]1[CH2:10][CH:11]1[CH2:12][CH2:13][C:14]([F:17])([F:18])[CH2:15][CH2:16]1)[cH:19][cH:20][c:21]([S:23](=[O:24])(=[O:25])[N:37]1[CH2:38][CH:39]([OH:42])[CH2:40][CH2:41]1)[cH:22]2.